Dataset: the Open Reaction Database (ORD), a public repository of structured organic reaction records. Task: describe an organic reaction: reactants, conditions, products, and yield Reactants: OC=1C=C(C2=CC=CC=C2C1)C(=O)OC (methyl 3-hydroxy-1-naphthalenecarboxylate). The reagents and catalysts are [Pd] (Pd/C). Solvent: CC(=O)O (HOAc). Conditions: time 21 hour. Yields the product OC=1C=C(C=2CCCCC2C1)C(=O)OC (Methyl 3-hydroxy-5,6,7,8-tetrahydro-1-naphthalenecarboxylate). Yield: 89.1%. Reaction SMILES: [OH:1][C:2]1[CH:3]=[C:4]([C:12]([O:14][CH3:15])=[O:13])[C:5]2[C:10]([CH:11]=1)=[CH:9][CH:8]=[CH:7][CH:6]=2>CC(O)=O.[Pd]>[OH:1][C:2]1[CH:3]=[C:4]([C:12]([O:14][CH3:15])=[O:13])[C:5]2[CH2:6][CH2:7][CH2:8][CH2:9][C:10]=2[CH:11]=1. Procedure: A mixture of methyl 3-hydroxy-1-naphthalenecarboxylate (5.77 g, 28.5 mmol) and 10% Pd/C (1.57 g) in HOAc (140 mL) was hydrogenated on a Parr apparatus at 60° C., and 50 psi for 21 h. After filtration through a pad of diatomaceous earth the solvent was removed in vacuo and the residue treated with water and extracted with EtOAc (3×50 mL). The combined organic layers were washed with water, dried (MgSO4) and concentrated to yield product as a yellow oil (5.24 g, 89%). 1H NMR (CDCl3) δ 7.20 (d, 1H)... Product: CCC(CO)NC(c1ccccc1)(c1ccccc1)c1ccccc1. As a reaction SMILES: [C:16]([c:17]1[cH:18][cH:19][cH:20][cH:21][cH:22]1)([c:23]1[cH:24][cH:25][cH:26][cH:27][cH:28]1)([c:29]1[cH:30][cH:31][cH:32][cH:33][cH:34]1)[Cl:35].[CH:7]([N:8]([CH:9]([CH3:10])[CH3:11])[CH2:12][CH3:13])([CH3:14])[CH3:15].[Cl:36][CH2:37][Cl:38].[NH2:1][CH:2]([CH2:3][OH:4])[CH2:5][CH3:6]>>[NH:1]([CH:2]([CH2:3][OH:4])[CH2:5][CH3:6])[C:16]([c:17]1[cH:18][cH:19][cH:20][cH:21][cH:22]1)([c:23]1[cH:24][cH:25][cH:26][cH:27][cH:28]1)[c:29]1[cH:30][cH:31][cH:32][cH:33][cH:34]1. Starting materials: ClC(c1ccccc1)(c1ccccc1)c1ccccc1, CCN(C(C)C)C(C)C, ClCCl, CCC(N)CO.